From a dataset of the Open Reaction Database (ORD), a public repository of structured organic reaction records. describe an organic reaction: reactants, conditions, products, and yield Reactants: C[O-], CO, Sc1ccc(Cl)cc1, [Cu], Nc1ccc(Br)cn1, [Na+]. Yields the product Nc1ccc(Sc2ccc(Cl)cc2)cn1. As a reaction SMILES: [CH3:17][O-:18].[CH3:21][OH:22].[Cl:9][c:10]1[cH:11][cH:12][c:13]([SH:16])[cH:14][cH:15]1.[Cu:20].[NH2:1][c:2]1[n:3][cH:4][c:5]([Br:8])[cH:6][cH:7]1.[Na+:19]>>[NH2:1][c:2]1[n:3][cH:4][c:5]([S:16][c:13]2[cH:12][cH:11][c:10]([Cl:9])[cH:15][cH:14]2)[cH:6][cH:7]1. Starting materials: Intermediate 264I, BrC1=C(N=CN1C)C(=O)N(CCCC)CCCC (5-bromo-N,N-dibutyl-1-methyl-1H-imidazole-4-carboxamide), CC1(COB(OC1)C1=C(C=C(C(=O)OC)C=C1)C(=O)N1CC2=CC=CC=C2CC1)C (methyl 4-(5,5-dimethyl-1,3,2-dioxaborinan-2-yl)-3-(1,2,3,4-tetrahydroisoquinoline-2-carbonyl)benzoate), CC1(COB(OC1)C1=C(C=C(C(=O)OC)C=C1)C(=O)N1CC2=CC=CC=C2CC1)C (methyl 4-(5,5-dimethyl-1,3,2-dioxaborinan-2-yl)-3-(1,2,3,4-tetrahydroisoquinoline-2-carbonyl)benzoate). Product: C(CCC)N(C(=O)C=1N=CN(C1C1=C(C=C(C(=O)OC)C=C1)C(=O)N1CC2=CC=CC=C2CC1)C)CCCC (Methyl 4-(4-(dibutylcarbamoyl)-1-methyl-1H-imidazol-5-yl)-3-(1,2,3,4-tetrahydroisoquinoline-2-carbonyl)benzoate). Isolated yield 39.7%. As a reaction SMILES: Br[C:2]1[N:6]([CH3:7])[CH:5]=[N:4][C:3]=1[C:8]([N:10]([CH2:15][CH2:16][CH2:17][CH3:18])[CH2:11][CH2:12][CH2:13][CH3:14])=[O:9].CC1(C)COB([C:26]2[CH:35]=[CH:34][C:29]([C:30]([O:32][CH3:33])=[O:31])=[CH:28][C:27]=2[C:36]([N:38]2[CH2:47][CH2:46][C:45]3[C:40](=[CH:41][CH:42]=[CH:43][CH:44]=3)[CH2:39]2)=[O:37])OC1>>[CH2:11]([N:10]([CH2:15][CH2:16][CH2:17][CH3:18])[C:8]([C:3]1[N:4]=[CH:5][N:6]([CH3:7])[C:2]=1[C:26]1[CH:35]=[CH:34][C:29]([C:30]([O:32][CH3:33])=[O:31])=[CH:28][C:27]=1[C:36]([N:38]1[CH2:47][CH2:46][C:45]2[C:40](=[CH:41][CH:42]=[CH:43][CH:44]=2)[CH2:39]1)=[O:37])=[O:9])[CH2:12][CH2:13][CH3:14]. Procedure details: Following a procedure analogous to that for the synthesis of Intermediate 264I, 5-bromo-N,N-dibutyl-1-methyl-1H-imidazole-4-carboxamide (600 mg, 1.9 mmol) and methyl 4-(5,5-dimethyl-1,3,2-dioxaborinan-2-yl)-3-(1,2,3,4-tetrahydroisoquinoline-2-carbonyl)benzoate (Intermediate 264H, 1.55 g, 3.8 mmol) were converted to the title compound (400 mg, 40%). MS(ESI+) m/z 531.6 (M+H)+. Starting materials: C(CC)OC(=O)C=1OC2=C(N1)C=C(C=C2)OCC2=CC(=CC=C2)OCC2=NC1=CC=CC=C1C=C2 (n-propyl-5-(3-(quinolin-2-ylmethyloxy)benzyloxy)benzoxazole-2-carboxylate), C([O-])(O)=O.[Na+] (sodium bicarbonate). The solvent is C(C)O (ethanol), O (water). Run at time 8 hour. Product: O1C(=NC2=C1C=CC=C2)C(=O)O (benzoxazole-2-carboxylic acid). RXN SMILES: C([O:4][C:5]([C:7]1[O:8][C:9]2[CH:15]=[CH:14][C:13](OCC3C=CC=C(OCC4C=CC5C(=CC=CC=5)N=4)C=3)=[CH:12][C:10]=2[N:11]=1)=[O:6])CC.C(=O)(O)[O-].[Na+]>C(O)C.O>[O:8]1[C:9]2[CH:15]=[CH:14][CH:13]=[CH:12][C:10]=2[N:11]=[C:7]1[C:5]([OH:6])=[O:4] |f:1.2|. Reported procedure: A mixture of 0.64 g of n-propyl-5-(3-(quinolin-2-ylmethyloxy)benzyloxy)benzoxazole-2-carboxylate and 0.45 g of sodium bicarbonate in 20 ml of ethanol in 20 ml of water is refluxed for 1.5 hours, then stirred at room temperature overnight. The mixture is neutralized and the resulting solid is filtered off, washed with water and dried in vacuo to give 5-(3-quinolin-2-ylmethyloxy)-benzyloxy)benzoxazole-2-carboxylic acid. The reactants are C1=CC=CC=2C3=CC=CC=C3C(C12)COC(=O)NC(C)(C(=O)N[C@@H](C(C)C)C(=O)N(C)[C@H]([C@@H](CC(=O)N1[C@@H](CCC1)[C@@H]([C@H](C(=O)N[C@H](C(=O)OC(C)(C)C)CC1=CC=CC=C1)C)OC)OC)[C@H](CC)C)C (N-[(9H-fluoren-9-ylmethoxy)carbonyl]-2-methylalanyl-N-[(3R,4S,5S)-1-{(2S)-2-[(1R,2R)-3-{[(2S)-1-tert-butoxy-1-oxo-3-phenylpropan-2-yl]amino}-1-methoxy-2-methyl-3-oxopropyl]pyrrolidin-1-yl}-3-methoxy-5-methyl-1-oxoheptan-4-yl]-N-methyl-L-valinamide), C(C)NCC (diethylamine). The solvent is ClCCl (dichloromethane). Run at time 3 hour. Yields the product CC(N)(C)C(=O)N[C@@H](C(C)C)C(=O)N(C)[C@H]([C@@H](CC(=O)N1[C@@H](CCC1)[C@@H]([C@H](C(=O)N[C@H](C(=O)OC(C)(C)C)CC1=CC=CC=C1)C)OC)OC)[C@H](CC)C (2-methylalanyl-N-[(3R,4S,5S)-1-{(2S)-2-[(1R,2R)-3-{[(2S)-1-tert-butoxy-1-oxo-3-phenylpropan-2-yl]amino}-1-methoxy-2-methyl-3-oxopropyl]pyrrolidin-1-yl}-3-methoxy-5-methyl-1-oxoheptan-4-yl]-N-methyl-L-valinamide). Isolated yield 99.1%. RXN SMILES: C1C2C(COC([NH:18][C:19]([CH3:71])([C:21]([NH:23][C@H:24]([C:28]([N:30]([C@@H:32]([C@@H:67]([CH3:70])[CH2:68][CH3:69])[C@H:33]([O:65][CH3:66])[CH2:34][C:35]([N:37]3[CH2:41][CH2:40][CH2:39][C@H:38]3[C@H:42]([O:63][CH3:64])[C@@H:43]([CH3:62])[C:44]([NH:46][C@@H:47]([CH2:55][C:56]3[CH:61]=[CH:60][CH:59]=[CH:58][CH:57]=3)[C:48]([O:50][C:51]([CH3:54])([CH3:53])[CH3:52])=[O:49])=[O:45])=[O:36])[CH3:31])=[O:29])[CH:25]([CH3:27])[CH3:26])=[O:22])[CH3:20])=O)C3C(=CC=CC=3)C=2C=CC=1.C(NCC)C>ClCCl>[CH3:20][C:19]([C:21]([NH:23][C@H:24]([C:28]([N:30]([C@@H:32]([C@@H:67]([CH3:70])[CH2:68][CH3:69])[C@H:33]([O:65][CH3:66])[CH2:34][C:35]([N:37]1[CH2:41][CH2:40][CH2:39][C@H:38]1[C@H:42]([O:63][CH3:64])[C@@H:43]([CH3:62])[C:44]([NH:46][C@@H:47]([CH2:55][C:56]1[CH:57]=[CH:58][CH:59]=[CH:60][CH:61]=1)[C:48]([O:50][C:51]([CH3:52])([CH3:53])[CH3:54])=[O:49])=[O:45])=[O:36])[CH3:31])=[O:29])[CH:25]([CH3:27])[CH3:26])=[O:22])([CH3:71])[NH2:18]. Reported procedure: To a stirring mixture of #122 (600 mg, 0.611 mmol, 1.00 eq.) in 15 mL of dichloromethane, diethylamine (5 mL, 50 mmol, 80 eq.) was added. The reaction was allowed to stir at room temperature for 3 hours. Reaction was concentrated in vacuo and mixture was purified by Silica Chromatography (Gradient: 0%-40% methanol in dichloromethane) producing #123 (0.46 g, 99%) as a solid. LC-MS (Protocol Q1): m/z 760.3 [M+H+] retention time=0.83 minutes. 1H NMR (400 MHz, CD3OD), δ 7.14-7.30 (m), 4.70-4.78 (m),... Starting materials: CCOC(C)=O, CS(=O)(=O)c1ccc(-c2c(C3CCC(F)(F)CC3COCc3ccccc3)nn(CC(F)(F)F)c2OS(=O)(=O)C(F)(F)F)cc1, [H][H]. Product: CS(=O)(=O)c1ccc(-c2cn(CC(F)(F)F)nc2C2CCC(F)(F)CC2COCc2ccccc2)cc1. As a reaction SMILES: [CH3:48][CH2:49][O:50][C:51](=[O:52])[CH3:53].[F:1][C:2]([F:3])([F:4])[S:5]([O:6][c:7]1[c:8](-[c:34]2[cH:35][cH:36][c:37]([S:40](=[O:41])(=[O:42])[CH3:43])[cH:38][cH:39]2)[c:9]([CH:17]2[CH:18]([CH2:25][O:26][CH2:27][c:28]3[cH:29][cH:30][cH:31][cH:32][cH:33]3)[CH2:19][C:20]([F:23])([F:24])[CH2:21][CH2:22]2)[n:10][n:11]1[CH2:12][C:13]([F:14])([F:15])[F:16])(=[O:44])=[O:45].[H:46][H:47]>>[cH:7]1[c:8](-[c:34]2[cH:35][cH:36][c:37]([S:40](=[O:41])(=[O:42])[CH3:43])[cH:38][cH:39]2)[c:9]([CH:17]2[CH:18]([CH2:25][O:26][CH2:27][c:28]3[cH:29][cH:30][cH:31][cH:32][cH:33]3)[CH2:19][C:20]([F:23])([F:24])[CH2:21][CH2:22]2)[n:10][n:11]1[CH2:12][C:13]([F:14])([F:15])[F:16].